This data is from the Open Reaction Database (ORD), a public repository of structured organic reaction records. The task is: describe an organic reaction: reactants, conditions, products, and yield The reactants are C(=O)(OC(C)(C)C)N1C(C2=CC=CC=C2C1)C(=O)O (N-BOC-1,3-dihydro-2H-isoindol-1-carboxylic acid), C[Si](C)(C)C=[N+]=[N-] (trimethylsilyldiazomethane). Solvent: C(Cl)Cl (CH2Cl2), CO (MeOH). Run at time 15 minute. Yields the product C(=O)(OC(C)(C)C)N1C(C2=CC=CC=C2C1)C(=O)OC (N-BOC-1,3-dihydro-2H-isoindol-1-carboxylic acid, methyl ester). Reaction SMILES: [C:1]([N:8]1[CH2:16][C:15]2[C:10](=[CH:11][CH:12]=[CH:13][CH:14]=2)[CH:9]1[C:17]([OH:19])=[O:18])([O:3][C:4]([CH3:7])([CH3:6])[CH3:5])=[O:2].[CH3:20][Si](C=[N+]=[N-])(C)C>C(Cl)Cl.CO>[C:1]([N:8]1[CH2:16][C:15]2[C:10](=[CH:11][CH:12]=[CH:13][CH:14]=2)[CH:9]1[C:17]([O:19][CH3:20])=[O:18])([O:3][C:4]([CH3:7])([CH3:6])[CH3:5])=[O:2]. Reported procedure: To a solution of N-BOC-1,3-dihydro-2H-isoindol-1-carboxylic acid (SNPE, 10 g, 38 mmol) in CH2Cl2 (100 mL) and MeOH (100 mL) at 0° C. was added trimethylsilyldiazomethane dropwise until the yellow color persisted. After stirring at rt for 15 min, the reaction mixture was concentrated in vacuo. The residue was azeotroped with toluene to afford N-BOC-1,3-dihydro-2H-isoindol-1-carboxylic acid, methyl ester which was used without further purification. Starting materials: Cl (HCl), COC([C@H](CNC(=O)C=1SC=CC1)NC(=O)C=1SC(=CC1C#N)C(NCC1=CC(=CC=C1)O)=O)=O ((S)-2-{[3-Cyano-5-(3-hydroxy-benzylcarbamoyl)-thiophene-2-carbonyl]-amino}-3-[(thiophene-2-carbonyl)-amino]-propionic acid methyl ester), O.[OH-].[Li+] (lithium hydroxide monohydrate). Run in C1CCOC1 (THF), O (water). Run at time 15 hour. The product is C(#N)C1=C(SC(=C1)C(NCC1=CC(=CC=C1)O)=O)C(=O)N[C@H](C(=O)O)CNC(=O)C=1SC=CC1 ((S)-2-{[3-Cyano-5-(3-hydroxy-benzylcarbamoyl)-thiophene-2-carbonyl]-amino}-3-[(thiophene-2-carbonyl)-amino]-propionic acid). As a reaction SMILES: C[O:2][C:3](=[O:35])[C@@H:4]([NH:14][C:15]([C:17]1[S:18][C:19]([C:24](=[O:34])[NH:25][CH2:26][C:27]2[CH:32]=[CH:31][CH:30]=[C:29]([OH:33])[CH:28]=2)=[CH:20][C:21]=1[C:22]#[N:23])=[O:16])[CH2:5][NH:6][C:7]([C:9]1[S:10][CH:11]=[CH:12][CH:13]=1)=[O:8].O.[OH-].[Li+].Cl>C1COCC1.O>[C:22]([C:21]1[CH:20]=[C:19]([C:24](=[O:34])[NH:25][CH2:26][C:27]2[CH:32]=[CH:31][CH:30]=[C:29]([OH:33])[CH:28]=2)[S:18][C:17]=1[C:15]([NH:14][C@@H:4]([CH2:5][NH:6][C:7]([C:9]1[S:10][CH:11]=[CH:12][CH:13]=1)=[O:8])[C:3]([OH:35])=[O:2])=[O:16])#[N:23] |f:1.2.3|. Procedure: To a solution of (S)-2-{[3-Cyano-5-(3-hydroxy-benzylcarbamoyl)-thiophene-2-carbonyl]-amino}-3-[(thiophene-2-carbonyl)-amino]-propionic acid methyl ester (16.2 mg, 0.032 mmol) in THF (1 mL) was added a solution of lithium hydroxide monohydrate (9 mg, 0.009 mmol) in water (1 mL). The mixture was then stirred at room temperature 15 h. The mixture was then acidified with 1N HCl and extracted with EtOAc (×3). The extracts were combined, washed with water and brine, dried over sodium sulfate, filtered... The reactants are C=O, C1COCCN1, CCc1cc(O)c(Oc2ccc(C(=O)N3CCNC(=O)C3)cc2F)cc1F, CCOC(C)=O, CO, O, O. Yields the product CCc1cc(O)c(Oc2ccc(C(=O)N3CCN(CN4CCOCC4)C(=O)C3)cc2F)cc1F. RXN SMILES: [CH2:1]=[O:2].[CH2:3]1[CH2:4][O:5][CH2:6][CH2:7][NH:8]1.[CH2:9]([CH3:10])[c:11]1[cH:12][c:13]([OH:35])[c:14]([O:15][c:16]2[c:17]([F:31])[cH:18][c:19]([C:20](=[O:21])[N:22]3[CH2:23][C:24](=[O:28])[NH:25][CH2:26][CH2:27]3)[cH:29][cH:30]2)[cH:32][c:33]1[F:34].[CH3:36][CH2:37][O:38][C:39](=[O:40])[CH3:41].[CH3:42][OH:43].[OH2:44].[OH2:45]>>[CH2:3]1[CH2:4][O:5][CH2:6][CH2:7][N:8]1[CH2:36][N:25]1[C:24](=[O:28])[CH2:23][N:22]([C:20]([c:19]2[cH:18][c:17]([F:31])[c:16]([O:15][c:14]3[c:13]([OH:35])[cH:12][c:11]([CH2:9][CH3:10])[c:33]([F:34])[cH:32]3)[cH:30][cH:29]2)=[O:21])[CH2:27][CH2:26]1. Starting materials: C(NN)(=O)OC (methyl carbazate), ClC1=CC=C(C(=O)Cl)C=C1 (p-chloro-benzoyl chloride). Yields the product ClC1=CC=C(C(=O)NNC(=O)OC)C=C1 (Methyl 3-(p-chloro-benzoyl)-carbazate). Yield: 81.5%. Reaction SMILES: [C:1]([O:5][CH3:6])(=[O:4])[NH:2][NH2:3].[Cl:7][C:8]1[CH:16]=[CH:15][C:11]([C:12](Cl)=[O:13])=[CH:10][CH:9]=1>>[Cl:7][C:8]1[CH:16]=[CH:15][C:11]([C:12]([NH:3][NH:2][C:1]([O:5][CH3:6])=[O:4])=[O:13])=[CH:10][CH:9]=1. Procedure details: 36.0 g. (0.4 moles) of methyl carbazate and 70.0 g. (0.4 moles) of p-chloro-benzoyl chloride are reacted in an analogous manner to Example 2. Thus 74.5 g. of the desired compound are obtained, yield 81.5%, m.p.: 160° C. Reaction SMILES: O[C@@H](CC)C(O)=O.[O:8]1[C:12]2[CH:13]=[CH:14][CH:15]=[CH:16][C:11]=2[N:10]=[C:9]1[N:17]([CH2:30][C:31]1[CH:32]=[C:33]([CH:48]=[CH:49][CH:50]=1)[O:34][C@H:35]([CH2:46][CH3:47])[C:36]([O:38]CC1C=CC=CC=1)=[O:37])[CH2:18][CH2:19][CH2:20][O:21][C:22]1[CH:27]=[CH:26][C:25]([O:28][CH3:29])=[CH:24][CH:23]=1>>[O:8]1[C:12]2[CH:13]=[CH:14][CH:15]=[CH:16][C:11]=2[N:10]=[C:9]1[N:17]([CH2:30][C:31]1[CH:32]=[C:33]([CH:48]=[CH:49][CH:50]=1)[O:34][C@H:35]([CH2:46][CH3:47])[C:36]([OH:38])=[O:37])[CH2:18][CH2:19][CH2:20][O:21][C:22]1[CH:23]=[CH:24][C:25]([O:28][CH3:29])=[CH:26][CH:27]=1. Reactants: O[C@H](C(=O)O)CC ((S)-2-hydroxybutyric acid), O1C(=NC2=C1C=CC=C2)N(CCCOC2=CC=C(C=C2)OC)CC=2C=C(O[C@@H](C(=O)OCC1=CC=CC=C1)CC)C=CC2 (benzyl (R)-2-[3-[N-(benzoxazol-2-yl)-N-(3-(4-methoxyphenoxy)propyl)aminomethyl]phenoxy]butyrate). Product: O1C(=NC2=C1C=CC=C2)N(CCCOC2=CC=C(C=C2)OC)CC=2C=C(O[C@@H](C(=O)O)CC)C=CC2 ((R)-2-[3-[N-(benzoxazol-2-yl)-N-(3-(4-methoxyphenoxy)propyl)aminomethyl]phenoxy]butyric acid). Procedure details: In the same manner as in Examples 1 and 2, a phenyl etherification reaction (step-1) and hydrolysis (step-2) were performed under the conditions indicated in the following Table 1. Also, phenethyl (S)-2-trifluoromethanesulfonyloxybutyrate (Example 11) and phenethyl (S)-2-para-toluenesulfonyloxybutyrate (Comparative Example 7) were produced using (S)-2-hydroxybutyric acid, n-butyl (S)-2-methanesulfonyloxybutrate (Comparative Examples 1 to 3) and n-butyl (S)-2-para-toluenesulfonyloxybutyrate (Comp... The reactants are BrC(Br)(Br)Br, CC#N, C1CCOC1, c1ccc(P(c2ccccc2)c2ccccc2)cc1, OCc1csc(-c2ccccc2)c1. The product is BrCc1csc(-c2ccccc2)c1. As a reaction SMILES: [C:33]([Br:34])([Br:35])([Br:36])[Br:37].[CH3:43][C:44]#[N:45].[O:38]1[CH2:39][CH2:40][CH2:41][CH2:42]1.[c:14]1([P:15]([c:16]2[cH:17][cH:18][cH:19][cH:20][cH:21]2)[c:22]2[cH:23][cH:24][cH:25][cH:26][cH:27]2)[cH:28][cH:29][cH:30][cH:31][cH:32]1.[c:1]1(-[c:7]2[cH:8][c:9]([CH2:12][OH:13])[cH:10][s:11]2)[cH:2][cH:3][cH:4][cH:5][cH:6]1>>[c:1]1(-[c:7]2[cH:8][c:9]([CH2:12][Br:34])[cH:10][s:11]2)[cH:2][cH:3][cH:4][cH:5][cH:6]1. Reactants: C(C)(C)NC(C)C (diisopropylamine), IC1=CC=C(C2=C1OCO2)NC2=NC=NC1=CC(=C(C=C21)OC)OCCCN2CCOCC2 (N-(7-iodo-1,3-benzodioxol-4-yl)-6-methoxy-7-(3-morpholin-4-ylpropoxy)quinazolin-4-amine), C(C#C)OC (methyl propargyl ether). Reagents/catalysts: Cl[Pd]([P](C1=CC=CC=C1)(C2=CC=CC=C2)C3=CC=CC=C3)([P](C4=CC=CC=C4)(C5=CC=CC=C5)C6=CC=CC=C6)Cl (Bis(Triphenyl-phosphine)palladium(II) chloride), [Cu](I)I (copper iodide). Solvent: C(C)(=O)OCC (ethyl acetate). Conditions: time 16 hour. Product: COC=1C=C2C(=NC=NC2=CC1OCCCN1CCOCC1)NC1=CC=C(C=2OCOC21)C#CCOC (6-methoxy-N-[7-(3-methoxyprop-1-ynyl)-1,3-benzodioxol-4-yl]-7-(3-morpholin-4-ylpropoxy)quinazolin-4-amine). Isolated yield 30.6%. Reaction SMILES: C(NC(C)C)(C)C.I[C:9]1[C:14]2[O:15][CH2:16][O:17][C:13]=2[C:12]([NH:18][C:19]2[C:28]3[C:23](=[CH:24][C:25]([O:31][CH2:32][CH2:33][CH2:34][N:35]4[CH2:40][CH2:39][O:38][CH2:37][CH2:36]4)=[C:26]([O:29][CH3:30])[CH:27]=3)[N:22]=[CH:21][N:20]=2)=[CH:11][CH:10]=1.[CH2:41]([O:44][CH3:45])[C:42]#[CH:43]>C(OCC)(=O)C.Cl[Pd](Cl)([P](C1C=CC=CC=1)(C1C=CC=CC=1)C1C=CC=CC=1)[P](C1C=CC=CC=1)(C1C=CC=CC=1)C1C=CC=CC=1.[Cu](I)I>[CH3:30][O:29][C:26]1[CH:27]=[C:28]2[C:23](=[CH:24][C:25]=1[O:31][CH2:32][CH2:33][CH2:34][N:35]1[CH2:40][CH2:39][O:38][CH2:37][CH2:36]1)[N:22]=[CH:21][N:20]=[C:19]2[NH:18][C:12]1[C:13]2[O:17][CH2:16][O:15][C:14]=2[C:9]([C:43]#[C:42][CH2:41][O:44][CH3:45])=[CH:10][CH:11]=1 |^1:54,73|. Procedure: Bis(Triphenyl-phosphine)palladium(II) chloride (94 mg), copper iodide (19 mg) and diisopropylamine (68 mg) were added to a stirred solution of N-(7-iodo-1,3-benzodioxol-4-yl)-6-methoxy-7-(3-morpholin-4-ylpropoxy)quinazolin-4-amine (200 mg) and methyl propargyl ether (47 mg) in ethyl acetate (5 mls) at −20° C. The reaction was allowed to warm to ambient temperature and stirred over 16 hours. The reaction mixture was partitioned between ethyl acetate and saturated NaHCO3. The organic layer was was...